From a dataset of the Open Reaction Database (ORD), a public repository of structured organic reaction records. describe an organic reaction: reactants, conditions, products, and yield Starting materials: Cl(=O)[O-].[Na+] (sodium chlorite), P(=O)(Cl)(Cl)Cl (phosphorus oxychloride), CC(C)=CC (2-methyl-2-butene), P(=O)(O)(O)[O-].[Na+] (sodium dihydrogen phosphate), ice, [OH-].[Na+] (sodium hydroxide), ClC=1C=CC(=C2C=CNC12)C (7-chloro-4-methyl-1H-indole). Solvent: O (water), O (water), C1(=CC=CC=C1)C (toluene), CN(C)C=O (DMF), CC(C)(C)O (t-BuOH), CN(C)C=O (DMF). Run at temperature 100 celsius, time 30 minute. The product is ClC=1C=CC(=C2C(=CNC12)C(=O)O)C (7-chloro-4-methyl-1H-indole-3-carboxylic acid). As a reaction SMILES: P(Cl)(Cl)(Cl)=O.[Cl:6][C:7]1C=CC(C)=[C:11]2[C:15]=1[NH:14][CH:13]=[CH:12]2.[OH-:17].[Na+].[CH3:19][C:20](=[CH:22][CH3:23])[CH3:21].P([O-])(O)(O)=[O:25].[Na+].Cl([O-])=O.[Na+]>CN(C=O)C.CC(O)(C)C.O.C1(C)C=CC=CC=1>[Cl:6][C:7]1[CH:23]=[CH:22][C:20]([CH3:21])=[C:19]2[C:15]=1[NH:14][CH:13]=[C:12]2[C:11]([OH:25])=[O:17] |f:2.3,5.6,7.8|. Procedure: To 4.5 mL of DMF cooled in an ice-salt bath, 1.3 mL of phosphorus oxychloride was added, and the resulting mixture was stirred for 30 minutes. A solution of 2.13 g of 7-chloro-4-methyl-1H-indole in 3 mL of DMF was added to the solution under cooling and the resulting mixture was stirred at room temperature for 15 minutes and at 35° C. for 1 hour. After the solution was allowed to cool, 20 g of ice and 15 mL of 10 M aqueous sodium hydroxide solution were added, the resulting mixture was heated to... The reactants are CC(C)(C)NC(=O)NCC#CCNC(=O)Nc1nc2c(s1)-c1c(cnn1-c1ccccc1)CC2, ClCCl, O=C(O)C(F)(F)F. Product: NCC#CCNC(=O)Nc1nc2c(s1)-c1c(cnn1-c1ccccc1)CC2. Reaction SMILES: [C:1]([NH:2][C:3](=[O:4])[NH:8][CH2:9][C:10]#[C:11][CH2:12][NH:13][C:14](=[O:15])[NH:16][c:17]1[s:18][c:19]2[c:20]([n:21]1)[CH2:22][CH2:23][c:24]1[c:25]-2[n:26](-[c:29]2[cH:30][cH:31][cH:32][cH:33][cH:34]2)[n:27][cH:28]1)([CH3:5])([CH3:6])[CH3:7].[Cl:35][CH2:36][Cl:37].[OH:38][C:39]([C:40]([F:41])([F:42])[F:43])=[O:44]>>[NH2:8][CH2:9][C:10]#[C:11][CH2:12][NH:13][C:14](=[O:15])[NH:16][c:17]1[s:18][c:19]2[c:20]([n:21]1)[CH2:22][CH2:23][c:24]1[c:25]-2[n:26](-[c:29]2[cH:30][cH:31][cH:32][cH:33][cH:34]2)[n:27][cH:28]1. The reactants are ClC1=C(C=CC=C1Cl)C#C (2,3-dichlorophenylacetylene), ClC1=C(CS)C=CC(=C1)F (2-chloro-4-fluorobenzyl mercaptan), [Na] (sodium). Yields the product ClC1=C(\C=C/C(C2=C(C=C(C=C2)F)Cl)SC(C2=C(C=C(C=C2)F)Cl)\C=C/C2=C(C(=CC=C2)Cl)Cl)C=CC=C1Cl ((Z)-2,3-dichlorostyryl-2-chloro-4-fluorobenzylsulfide). Reaction SMILES: [Cl:1][C:2]1[C:7]([Cl:8])=[CH:6][CH:5]=[CH:4][C:3]=1[C:9]#[CH:10].[Cl:11][C:12]1[CH:19]=[C:18]([F:20])[CH:17]=[CH:16][C:13]=1[CH2:14][SH:15].[Na]>>[Cl:1][C:2]1[C:7]([Cl:8])=[CH:6][CH:5]=[CH:4][C:3]=1/[CH:9]=[CH:10]\[CH:14]([S:15][CH:14](/[CH:10]=[CH:9]\[C:3]1[CH:4]=[CH:5][CH:6]=[C:7]([Cl:8])[C:2]=1[Cl:1])[C:13]1[CH:16]=[CH:17][C:18]([F:20])=[CH:19][C:12]=1[Cl:11])[C:13]1[CH:16]=[CH:17][C:18]([F:20])=[CH:19][C:12]=1[Cl:11] |^1:20|. Procedure details: A solution of 2,3-dichlorophenylacetylene (0.02 mol), 2-chloro-4-fluorobenzyl mercaptan (0.02 mol) and metallic sodium (0.02 g atom) is subjected to the General Procedure to form (Z)-2,3-dichlorostyryl-2-chloro-4-fluorobenzylsulfide. The title compound is obtained following oxidation of the sulfide, according to the General Procedure. Reactants: O=C([O-])O, COC(=O)C1=C(C)NC(C(OC)OC)=C(C(=O)OC)C1c1ccccc1[N+](=O)[O-], CC(C)=O, Cl, [Na+]. Product: COC(=O)C1=C(C)NC(C=O)=C(C(=O)OC)C1c1ccccc1[N+](=O)[O-]. As a reaction SMILES: [C:30](=[O:31])([OH:32])[O-:33].[CH3:1][C:2]1=[C:7]([C:8](=[O:9])[O:10][CH3:11])[CH:6]([c:12]2[c:13]([N+:18](=[O:19])[O-:20])[cH:14][cH:15][cH:16][cH:17]2)[C:5]([C:21](=[O:22])[O:23][CH3:24])=[C:4]([CH:25]([O:26][CH3:29])[O:27][CH3:28])[NH:3]1.[CH3:35][C:36](=[O:37])[CH3:38].[ClH:39].[Na+:34]>>[CH3:1][C:2]1=[C:7]([C:8](=[O:9])[O:10][CH3:11])[CH:6]([c:12]2[c:13]([N+:18](=[O:19])[O-:20])[cH:14][cH:15][cH:16][cH:17]2)[C:5]([C:21](=[O:22])[O:23][CH3:24])=[C:4]([CH:25]=[O:26])[NH:3]1. Starting materials: C(C)(C)OC=1C=C(C=CC1)N1C(NC2=CC=CC=C2C1=O)=S (3-(3-isopropoxy-phenyl)-2-thioxo-2,3-dihydro-1H-quinazolin-4-one), NN (hydrazine). The solvent is C(C)O (ethanol). Product: N(N)C1=NC2=CC=CC=C2C(N1C1=CC(=CC=C1)OC(C)C)=O (2-Hydrazino-3-(3-isopropoxy-phenyl)-3H-quinazolin-4-one). Yield: 38.7%. As a reaction SMILES: [CH:1]([O:4][C:5]1[CH:6]=[C:7]([N:11]2[C:20](=[O:21])[C:19]3[C:14](=[CH:15][CH:16]=[CH:17][CH:18]=3)[NH:13][C:12]2=S)[CH:8]=[CH:9][CH:10]=1)([CH3:3])[CH3:2].[NH2:23][NH2:24]>C(O)C>[NH:23]([C:12]1[N:11]([C:7]2[CH:8]=[CH:9][CH:10]=[C:5]([O:4][CH:1]([CH3:3])[CH3:2])[CH:6]=2)[C:20](=[O:21])[C:19]2[C:14](=[CH:15][CH:16]=[CH:17][CH:18]=2)[N:13]=1)[NH2:24]. Reported procedure: A mixture of 3-(3-isopropoxy-phenyl)-2-thioxo-2,3-dihydro-1H-quinazolin-4-one (Example 1) (3.12 g, 10 mmol) and anhydrous hydrazine (3.2 g, 100 mmol) in 100 mL of ethanol was refluxed for 18 hours. The reaction mixture was then cooled and white solid was separated which was filtered to obtain 1.2 g (38%) of title compound as white solid. The filtrate was concentrated and an additional 1.6 g (50.4%) of title compound was isolated by crystallization from ethyl acetate, mp 158°-160° C. The reactants are Cl (HCl), C(C)(C)(C)NS(=O)(=O)C1=CC=CC=C1 (N-t-Butyl-benzenesulfonamide), B(OC(C)C)(OC(C)C)OC(C)C (triisopropyl borate), [Li]CCCC (n-BuLi). The solvent is C1CCOC1 (THF). Reaction conditions: time 2 hour. Product: C(C)(C)(C)NS(=O)(=O)C1=C(C=CC=C1)B(O)O (2-(N-t-Butylsulfamoyl)phenylboronic acid). Reaction SMILES: [C:1]([NH:5][S:6]([C:9]1[CH:14]=[CH:13][CH:12]=[CH:11][CH:10]=1)(=[O:8])=[O:7])([CH3:4])([CH3:3])[CH3:2].[Li]CCCC.[B:20](OC(C)C)([O:25]C(C)C)[O:21]C(C)C.Cl>C1COCC1>[C:1]([NH:5][S:6]([C:9]1[CH:14]=[CH:13][CH:12]=[CH:11][C:10]=1[B:20]([OH:25])[OH:21])(=[O:8])=[O:7])([CH3:4])([CH3:2])[CH3:3]. Procedure: To a solution of 11.2 mmol of N-t-butylbenzenesulfonamide (from Step C) in anhydrous THF (20 mL) cooled to -40° C. under N2 was addeel 2.5M n-BuLi solution (11.2 mL, 2.5 equiv). The mixture was warmed to room temperature and stirred for 2 hours. To the mixture, containng the dianion at 0° C., was added triisopropyl borate (3.9 mL, 1.5 equiv). The next day, 2 N HCl (3 mL) was added and the mixture was stirred for 1 hour. The solvent was removed under reduced pressure and the residue was extracted... Reactants: CO, N#CC=Cc1cc(O)cc2cc(-c3ccc(O)cc3)oc12. The product is N#CCCc1cc(O)cc2cc(-c3ccc(O)cc3)oc12. Reaction SMILES: [CH3:22][OH:23].[OH:1][c:2]1[cH:3][c:4]([CH:18]=[CH:19][C:20]#[N:21])[c:5]2[c:6]([cH:7][c:8](-[c:10]3[cH:11][cH:12][c:13]([OH:16])[cH:14][cH:15]3)[o:9]2)[cH:17]1>>[OH:1][c:2]1[cH:3][c:4]([CH2:18][CH2:19][C:20]#[N:21])[c:5]2[c:6]([cH:7][c:8](-[c:10]3[cH:11][cH:12][c:13]([OH:16])[cH:14][cH:15]3)[o:9]2)[cH:17]1. Reactants: COC1=NC(=NC(=C1)OC)OC1=C(C(=O)OC)C(=CC=C1)C=O (methyl 2-[(4,6-dimethoxypyrimidin-2-yl)oxy]-6-formylbenzoate), Cl.ON (hydroxyamine hydrochloride), C(C)(=O)[O-].[K+] (potassium acetate). The solvent is CO (methanol). Run at time 10 minute. Yields the product COC1=NC(=NC(=C1)OC)OC1=C(C(=O)OC)C(=CC=C1)C=NO (methyl 2-[[4,6-dimethoxypyrimidin-2-yl)oxy]-6-(hydroxyiminomethyl)benzoate). The yield is 71.6%. Reaction SMILES: [CH3:1][O:2][C:3]1[CH:8]=[C:7]([O:9][CH3:10])[N:6]=[C:5]([O:11][C:12]2[CH:21]=[CH:20][CH:19]=[C:18]([CH:22]=O)[C:13]=2[C:14]([O:16][CH3:17])=[O:15])[N:4]=1.Cl.[OH:25][NH2:26].C([O-])(=O)C.[K+]>CO>[CH3:10][O:9][C:7]1[CH:8]=[C:3]([O:2][CH3:1])[N:4]=[C:5]([O:11][C:12]2[CH:21]=[CH:20][CH:19]=[C:18]([CH:22]=[N:26][OH:25])[C:13]=2[C:14]([O:16][CH3:17])=[O:15])[N:6]=1 |f:1.2,3.4|. Procedure: 2.0 g of methyl 2-[(4,6-dimethoxypyrimidin-2-yl)oxy]-6-formylbenzoate, 0.8 g of hydroxyamine hydrochloride, 1.1 g of potassium acetate and 10 ml of methanol were placed in a 50 ml eggplant type flask, and were stirred for 10 minutes at room temperature. Methanol was distilled off under reduced pressure, and the residue was dissolved in ethyl acetate. The organic layer was washed with water, 5% hydrochloric acid and a saturated salt aqueous solution, and was dried with magnesium sulfate anhydride... Starting materials: CCCCCC.CCOC(=O)C (hexane EtOAc), COC(C1=CC(C(=O)O)=C(C=C1)C)=O (4-Methyl-isophthalic Methyl Ester), C(C1=CC=CC=C1)(=O)OOC(C1=CC=CC=C1)=O (dibenzoylperoxide), BrN1C(CCC1=O)=O (N-bromosuccinimide). Yields the product COC(C1=CC(C(=O)OC)=C(C=C1)CCBr)=O (4-Bromoethyl-isophthalic Acid Dimethylester). Solvent: C(Cl)(Cl)(Cl)Cl (carbon tetrachloride). Procedure details: A mixture of (4) (0.96 g, 4.61 mmol), dibenzoylperoxide (56 mg, 0.23 mmol) and N-bromosuccinimide (NBS) (0.82 g, 4.61 mmol) in carbon tetrachloride (20 ml) was heated at reflux for 20 hours. After cooling to room temperature and filteration the solvent was evaporated to-give a yellow oil. Flash chromatograph: silica, hexane/EtOAc (7:3) afforded the pure compound. Reaction SMILES: [CH3:1][O:2][C:3](=[O:14])[C:4]1C=CC(C)=C(C(O)=O)[CH:5]=1.C(OOC(=O)C1C=CC=CC=1)(=O)C1C=CC=CC=1.[Br:33]N1C(=O)CCC1=O.C[CH2:42][CH2:43][CH2:44][CH2:45][CH3:46].C[CH2:48][O:49][C:50]([CH3:52])=[O:51]>C(Cl)(Cl)(Cl)Cl>[CH3:48][O:49][C:50](=[O:51])[C:52]1[CH:46]=[CH:45][C:44]([CH2:43][CH2:42][Br:33])=[C:4]([C:3]([O:2][CH3:1])=[O:14])[CH:5]=1 |f:3.4|. Product: C(C)(=O)O[C@H]1C[C@@H]2CC[C@H]3[C@@H]4CC[C@@H]([C@@]4(C)C[C@H]([C@@H]3[C@]2(C[C@@H]1OCC)C)NCCC(C)C)C(=O)OC (Methyl 3α-acetoxy-11α-(3-methylbutylamino)-2β-ethoxy-5α-androstane-17β-carboxylate). RXN SMILES: [CH2:1]([O:3][C@H:4]1[CH2:21][C@@:20]2([CH3:22])[C@@H:7]([CH2:8][CH2:9][C@@H:10]3[C@@H:19]2[C@H:18]([NH:23][CH2:24][CH2:25][CH:26]([CH3:28])[CH3:27])[CH2:17][C@@:15]2([CH3:16])[C@H:11]3[CH2:12][CH2:13][C@@H:14]2[C:29]([O:31][CH3:32])=[O:30])[CH2:6][C@@H:5]1[OH:33])[CH3:2].[C:34](OC(=O)C)(=[O:36])[CH3:35]>C(Cl)(Cl)Cl.C(O)C.C(OCC)(=O)C>[C:34]([O:33][C@@H:5]1[C@@H:4]([O:3][CH2:1][CH3:2])[CH2:21][C@@:20]2([CH3:22])[C@@H:7]([CH2:8][CH2:9][C@@H:10]3[C@@H:19]2[C@H:18]([NH:23][CH2:24][CH2:25][CH:26]([CH3:28])[CH3:27])[CH2:17][C@@:15]2([CH3:16])[C@H:11]3[CH2:12][CH2:13][C@@H:14]2[C:29]([O:31][CH3:32])=[O:30])[CH2:6]1)(=[O:36])[CH3:35]. Procedure: Methyl 2β-ethoxy-3α-hydroxy-11α-(3-methylbutylamino)-5α-androstane-17β-carboxylate (464 mg) in chloroform containing dry PTSA (344 mg) was stirred for 20 min, then treated with acetic anhydride (1.0 ml) and the mixture left for 3 h. The reaction mixture was diluted with ethanol and evaporated to give an oil. This was dissolved in ethyl acetate, washed with dilute ammonia solution (2×), water (1×), dried and evaporated to give an oil. This was purified by preparative t.l.c. in CHCl3 /MeOH (20:1) ... Reactants: C(C)O[C@@H]1[C@H](C[C@@H]2CC[C@H]3[C@@H]4CC[C@@H]([C@@]4(C)C[C@H]([C@@H]3[C@]2(C1)C)NCCC(C)C)C(=O)OC)O (Methyl 2β-ethoxy-3α-hydroxy-11α-(3-methylbutylamino)-5α-androstane-17β-carboxylate), C(C)(=O)OC(C)=O (acetic anhydride). Run at time 3 hour. Solvent: C(Cl)(Cl)Cl (chloroform), C(C)O (ethanol), C(C)(=O)OCC (ethyl acetate).